This data is from the Open Reaction Database (ORD), a public repository of structured organic reaction records. The task is: describe an organic reaction: reactants, conditions, products, and yield Reactants: C(C1=CC=CC=C1)[C@@H]1[C@@H](CN(CC1)CCS(=O)(=O)C1=CC=C(C=C1)O)O ((3S,4S)-4-[2-(4-benzyl-3-hydroxy-piperidin-1-yl)-ethanesulfonyl]-phenol), ClCC=1C=C(C(=O)Cl)C=CC1 (3-chlormethylbenzoylchloride). Product: C(C1=CC=CC=C1)[C@@H]1[C@@H](CN(CC1)CCS(=O)(=O)C1=CC=C(C=C1)OC(C1=CC(=CC=C1)CCl)=O)O (3-Chloromethyl-benzoic Acid (3S,4S)-4-[2-(4-benzyl-3-hydroxy-piperidin-1-yl)-ethanesulfonyl]-phenyl Ester). Yield: 80.0%. Reaction SMILES: [CH2:1]([C@H:8]1[CH2:13][CH2:12][N:11]([CH2:14][CH2:15][S:16]([C:19]2[CH:24]=[CH:23][C:22]([OH:25])=[CH:21][CH:20]=2)(=[O:18])=[O:17])[CH2:10][C@H:9]1[OH:26])[C:2]1[CH:7]=[CH:6][CH:5]=[CH:4][CH:3]=1.[Cl:27][CH2:28][C:29]1[CH:30]=[C:31]([CH:35]=[CH:36][CH:37]=1)[C:32](Cl)=[O:33]>>[CH2:1]([C@H:8]1[CH2:13][CH2:12][N:11]([CH2:14][CH2:15][S:16]([C:19]2[CH:24]=[CH:23][C:22]([O:25][C:32](=[O:33])[C:31]3[CH:35]=[CH:36][CH:37]=[C:29]([CH2:28][Cl:27])[CH:30]=3)=[CH:21][CH:20]=2)(=[O:18])=[O:17])[CH2:10][C@H:9]1[OH:26])[C:2]1[CH:7]=[CH:6][CH:5]=[CH:4][CH:3]=1. Procedure: The title compound was prepared from (3S,4S)-4-[2-(4-benzyl-3-hydroxy-piperidin-1-yl)-ethanesulfonyl]-phenol and 3-chlormethylbenzoylchloride in 80% yield as a colorless solid.